From a dataset of the Open Reaction Database (ORD), a public repository of structured organic reaction records. describe an organic reaction: reactants, conditions, products, and yield Reported procedure: This compound was prepared in the same manner as in Reference Example 1 (step 7), except that 3-fluoromethyl-4-(1-methylpiperidin-4-ylmethyl)benzoic acid obtained in the step 7 was used, and that treatment after the reaction was that thionyl chloride was distilled off under reduced pressure, and then the operation of adding of toluene to the residue, followed by azeotropic removal of thionyl chloride was repeated twice. Starting materials: FCC=1C=C(C(=O)O)C=CC1CC1CCN(CC1)C (3-fluoromethyl-4-(1-methylpiperidin-4-ylmethyl)benzoic acid), S(=O)(Cl)Cl (thionyl chloride). Yields the product Cl.FCC=1C=C(C(=O)Cl)C=CC1CC1CCN(CC1)C (3-fluoromethyl-4-(1-methylpiperidin-4-ylmethyl)benzoyl chloride hydrochloride). RXN SMILES: [F:1][CH2:2][C:3]1[CH:4]=[C:5]([CH:9]=[CH:10][C:11]=1[CH2:12][CH:13]1[CH2:18][CH2:17][N:16]([CH3:19])[CH2:15][CH2:14]1)[C:6](O)=[O:7].S(Cl)([Cl:22])=O>>[ClH:22].[F:1][CH2:2][C:3]1[CH:4]=[C:5]([CH:9]=[CH:10][C:11]=1[CH2:12][CH:13]1[CH2:18][CH2:17][N:16]([CH3:19])[CH2:15][CH2:14]1)[C:6]([Cl:22])=[O:7] |f:2.3|. Starting materials: Cc1[nH]c2ccc(Br)cc2c1Cc1ccccc1, CI, CN(C)C=O. Yields the product Cc1c(Cc2ccccc2)c2cc(Br)ccc2n1C. RXN SMILES: [CH2:1]([c:2]1[cH:3][cH:4][cH:5][cH:6][cH:7]1)[c:8]1[c:9]([CH3:18])[nH:10][c:11]2[cH:12][cH:13][c:14]([Br:17])[cH:15][c:16]12.[CH3:19][I:20].[O:21]=[CH:22][N:23]([CH3:24])[CH3:25]>>[CH2:1]([c:2]1[cH:3][cH:4][cH:5][cH:6][cH:7]1)[c:8]1[c:9]([CH3:18])[n:10]([CH3:19])[c:11]2[cH:12][cH:13][c:14]([Br:17])[cH:15][c:16]12. The reactants are C(#N)C1=CC(=C(CBr)C=C1)F (4-cyano-2-fluorobenzyl bromide), NCC(=O)OC(C)(C)C (tert-butyl glycinate). The product is C(#N)C1=CC(=C(CNCC(=O)OC(C)(C)C)C=C1)F (tert-butyl N-(4-cyano-2-fluorobenzyl)glycinate), oil. The yield is 74.0%. As a reaction SMILES: [C:1]([C:3]1[CH:10]=[CH:9][C:6]([CH2:7]Br)=[C:5]([F:11])[CH:4]=1)#[N:2].[NH2:12][CH2:13][C:14]([O:16][C:17]([CH3:20])([CH3:19])[CH3:18])=[O:15]>>[C:1]([C:3]1[CH:10]=[CH:9][C:6]([CH2:7][NH:12][CH2:13][C:14]([O:16][C:17]([CH3:20])([CH3:19])[CH3:18])=[O:15])=[C:5]([F:11])[CH:4]=1)#[N:2]. Procedure: The title compound was prepared following the general procedure 10, starting from 4-cyano-2-fluorobenzyl bromide (Fluorochem) and tert-butyl glycinate. It was isolated as a yellow oil (1.8 g, 74%). 1H NMR (DMSO-d6, 300 MHz) δ 7.82-7.77 (m, 1H), 7.71-7.63 (m, 2H), 3.82 (s, 2H), 3.22 (s, 2H), 2.58 (br s, 1H), 1.40 (s, 9H). LC/MS (Method B): 265.0 (M+H)+. HPLC (Method A) Rt 2.23 min (Purity: 98.0%).